Dataset: the Open Reaction Database (ORD), a public repository of structured organic reaction records. Task: describe an organic reaction: reactants, conditions, products, and yield Product: Cc1cc2nc(NC(=O)c3ccc(C(C)(C)CO)cc3)cc(N3CCCC3)n2n1. Reaction SMILES: [CH2:1]1[CH2:2][CH2:3][NH:4][CH2:5]1.[CH3:31][OH:32].[Cl:6][c:7]1[cH:8][c:9]([NH:17][C:18]([c:19]2[cH:20][cH:21][c:22]([C:25]([CH2:26][OH:27])([CH3:28])[CH3:29])[cH:23][cH:24]2)=[O:30])[n:10][c:11]2[n:12]1[n:13][c:14]([CH3:16])[cH:15]2>>[CH2:1]1[CH2:2][CH2:3][N:4]([c:7]2[cH:8][c:9]([NH:17][C:18]([c:19]3[cH:20][cH:21][c:22]([C:25]([CH2:26][OH:27])([CH3:28])[CH3:29])[cH:23][cH:24]3)=[O:30])[n:10][c:11]3[n:12]2[n:13][c:14]([CH3:16])[cH:15]3)[CH2:5]1. The reactants are C1CCNC1, CO, Cc1cc2nc(NC(=O)c3ccc(C(C)(C)CO)cc3)cc(Cl)n2n1.